This data is from the Open Reaction Database (ORD), a public repository of structured organic reaction records. The task is: describe an organic reaction: reactants, conditions, products, and yield RXN SMILES: [CH3:30][N:31]([CH3:32])[CH:33]=[O:34].[Cl:13][C:14]([C:15](=[O:16])[c:17]1[nH:18][cH:19][cH:20][cH:21]1)([Cl:22])[Cl:23].[ClH:1].[ClH:2].[NH2:3][CH2:4][CH2:5][CH2:6][c:7]1[n:8][c:9]([NH2:12])[nH:10][cH:11]1.[Na+:24].[Na+:25].[O-:26][C:27](=[O:28])[O-:29]>>[ClH:13].[NH:3]([CH2:4][CH2:5][CH2:6][c:7]1[n:8][c:9]([NH2:12])[nH:10][cH:11]1)[C:15](=[O:16])[c:17]1[nH:18][cH:19][cH:20][cH:21]1. Yields the product Cl, Nc1nc(CCCNC(=O)c2ccc[nH]2)c[nH]1. Starting materials: CN(C)C=O, O=C(c1ccc[nH]1)C(Cl)(Cl)Cl, Cl, Cl, NCCCc1c[nH]c(N)n1, [Na+], [Na+], O=C([O-])[O-].